Dataset: the Open Reaction Database (ORD), a public repository of structured organic reaction records. Task: describe an organic reaction: reactants, conditions, products, and yield The reactants are CCOC(=O)c1nc(C)sc1Nc1cccc(S(N)(=O)=O)c1, C[Al](C)C, Nc1ccc(F)cn1, [Na+], [Na+], O=S(=O)([O-])[O-], C1COCCO1, O. Product: Cc1nc(C(=O)Nc2ccc(F)cn2)c(Nc2cccc(S(N)(=O)=O)c2)s1. RXN SMILES: [CH2:13]([O:15][C:16](=[O:14])[c:18]1[n:19][c:20]([CH3:34])[s:21][c:22]1[NH:23][c:24]1[cH:25][c:26]([S:30]([NH2:31])(=[O:32])=[O:33])[cH:27][cH:28][cH:29]1)[CH3:17].[CH3:9][Al:10]([CH3:11])[CH3:12].[NH2:1][c:2]1[n:3][cH:4][c:5]([F:8])[cH:6][cH:7]1.[Na+:35].[Na+:36].[O-:37][S:38](=[O:39])(=[O:40])[O-:41].[O:42]1[CH2:43][CH2:44][O:45][CH2:46][CH2:47]1.[OH2:48]>>[NH:1]([c:2]1[n:3][cH:4][c:5]([F:8])[cH:6][cH:7]1)[C:16](=[O:15])[c:18]1[n:19][c:20]([CH3:34])[s:21][c:22]1[NH:23][c:24]1[cH:25][c:26]([S:30]([NH2:31])(=[O:32])=[O:33])[cH:27][cH:28][cH:29]1. Starting materials: CS(=O)(=O)OCCN1C2=CC=CC=C2OC=2C=CC=CC12 (2-(phenoxazin-10-yl)ethyl methanesulfonate), OC1=CC=C(C=C1)CC(C(=O)OCC)OCCCCCC (ethyl 3-(4-hydroxyphenyl)-2-hexyloxypropanoate). The product is C1=CC=CC=2OC3=CC=CC=C3N(C12)CCOC1=CC=C(C=C1)CC(C(=O)OCC)OCCCCCC ((±) Ethyl 3-[4-[2-(phenoxazin-10-yl)ethoxy]phenyl]-2-hexyloxypropanoate). Isolated yield 52.4%. Reaction SMILES: CS([O:5][CH2:6][CH2:7][N:8]1[C:21]2[CH:20]=[CH:19][CH:18]=[CH:17][C:16]=2[O:15][C:14]2[C:9]1=[CH:10][CH:11]=[CH:12][CH:13]=2)(=O)=O.O[C:23]1[CH:28]=[CH:27][C:26]([CH2:29][CH:30]([O:36][CH2:37][CH2:38][CH2:39][CH2:40][CH2:41][CH3:42])[C:31]([O:33][CH2:34][CH3:35])=[O:32])=[CH:25][CH:24]=1>>[CH:20]1[C:21]2[N:8]([CH2:7][CH2:6][O:5][C:23]3[CH:24]=[CH:25][C:26]([CH2:29][CH:30]([O:36][CH2:37][CH2:38][CH2:39][CH2:40][CH2:41][CH3:42])[C:31]([O:33][CH2:34][CH3:35])=[O:32])=[CH:27][CH:28]=3)[C:9]3[C:14](=[CH:13][CH:12]=[CH:11][CH:10]=3)[O:15][C:16]=2[CH:17]=[CH:18][CH:19]=1. Reported procedure: The title compound (0.52 g, 53%) was prepared as a pale yellow oil from 2-(phenoxazin-10-yl)ethyl methanesulfonate (0.6 g and 1.97 mmol) and ethyl 3-(4-hydroxyphenyl)-2-hexyloxypropanoate (0.70 g, 2.4 mmol) obtained in preparation 8 by an analogous procedure to that described in example 6 (Method B). RXN SMILES: [CH3:1][C:2]([CH3:9])([CH:6]([CH3:8])[CH3:7])[CH2:3][CH2:4][OH:5].CC(OI1(OC(C)=O)(OC(C)=O)OC(=O)C2C=CC=CC1=2)=O.[O-]S([O-])=O.[Na+].[Na+]>ClCCl>[CH3:1][C:2]([CH3:9])([CH:6]([CH3:8])[CH3:7])[CH2:3][CH:4]=[O:5] |f:2.3.4|. Run in ClCCl (dichloromethane). Procedure: Step C To a solution of 3,3,4-trimethyl-pentan-1-ol (5.4 g, 41 mmol) in dichloromethane (100 mL) was added Dess-Martin periodinane (22 g 52 mmol) The reaction mixture was stirred at room temperature for 3 h. Aqueous Na2SO3 solution was added to quench the reaction. The organic layers were separated, washed with saturated NaHCO3, brine, dried over MgSO4, and concentrated. The residue was purified by chromatography (EtOAc:hexanes=1:30) to give 3,3,4-trimethyl-pentanal as a colorless oil (Yield: 1.... Product: CC(CC=O)(C(C)C)C (3,3,4-trimethyl-pentanal). Run at time 3 hour. Isolated yield 20.9%. Starting materials: CC(CCO)(C(C)C)C (3,3,4-trimethyl-pentan-1-ol), CC(=O)OI1(C=2C=CC=CC2C(=O)O1)(OC(=O)C)OC(=O)C (Dess-Martin periodinane), [O-]S(=O)[O-].[Na+].[Na+] (Na2SO3). Reactants: CCO, FC(F)(F)c1cc(Cl)c(N=C(Cl)C(F)(F)C(F)(F)F)c(Cl)c1, N. Yields the product N=C(Nc1c(Cl)cc(C(F)(F)F)cc1Cl)C(F)(F)C(F)(F)F. As a reaction SMILES: [CH3:24][CH2:25][OH:26].[Cl:2][c:3]1[c:4]([N:14]=[C:15]([C:16]([C:17]([F:18])([F:19])[F:20])([F:21])[F:22])[Cl:23])[c:5]([Cl:13])[cH:6][c:7]([C:9]([F:10])([F:11])[F:12])[cH:8]1.[NH3:1]>>[NH:1]=[C:15]([NH:14][c:4]1[c:3]([Cl:2])[cH:8][c:7]([C:9]([F:10])([F:11])[F:12])[cH:6][c:5]1[Cl:13])[C:16]([C:17]([F:18])([F:19])[F:20])([F:21])[F:22]. Reactants: CCO, N#Cc1cccc(-n2c(-c3cccc(F)c3)nc3c(Cl)nc(C#CC4(O)CCCCC4)nc32)c1, N. Product: N#Cc1cccc(-n2c(-c3cccc(F)c3)nc3c(N)nc(C#CC4(O)CCCCC4)nc32)c1. Reaction SMILES: [CH2:35]([OH:36])[CH3:37].[Cl:1][c:2]1[c:3]2[n:4][c:5](-[c:28]3[cH:29][c:30]([F:34])[cH:31][cH:32][cH:33]3)[n:6](-[c:20]3[cH:21][c:22]([C:23]#[N:24])[cH:25][cH:26][cH:27]3)[c:7]2[n:8][c:9]([C:11]#[C:12][C:13]2([OH:19])[CH2:14][CH2:15][CH2:16][CH2:17][CH2:18]2)[n:10]1.[NH3:38]>>[c:2]1([NH2:38])[c:3]2[n:4][c:5](-[c:28]3[cH:29][c:30]([F:34])[cH:31][cH:32][cH:33]3)[n:6](-[c:20]3[cH:21][c:22]([C:23]#[N:24])[cH:25][cH:26][cH:27]3)[c:7]2[n:8][c:9]([C:11]#[C:12][C:13]2([OH:19])[CH2:14][CH2:15][CH2:16][CH2:17][CH2:18]2)[n:10]1. Starting materials: CN(C)C=O (DMF), C(C=C)N1CCC(=CC2=C1C=CC(=C2)Br)C(=O)O (1-allyl-7-bromo-2,3-dihydro-1-benzazepine-4-carboxylic acid), O1CCCC1 (tetrahydrofuran), S(=O)(Cl)Cl (thionyl chloride). Run at temperature 0 celsius, time 2 hour. Yields the product C(C=C)N1CCC(=CC2=C1C=CC(=C2)Br)C(=O)NC2=CC=C(C=C2)CN(C2CCOCC2)C (1-allyl-7-bromo-N-[4-[[N-methyl-N-(tetrahydropyran-4-yl)amino]methyl]phenyl]-2,3-dihydro-1-benzazepine-4-carboxamide). Reaction SMILES: [CH2:1]([N:4]1[C:10]2[CH:11]=[CH:12][C:13]([Br:15])=[CH:14][C:9]=2[CH:8]=[C:7]([C:16]([OH:18])=O)[CH2:6][CH2:5]1)[CH:2]=[CH2:3].[CH3:19][N:20]([CH:22]=O)[CH3:21].S(Cl)(Cl)=O.[O:28]1[CH2:32][CH2:31][CH2:30][CH2:29]1>>[CH2:1]([N:4]1[C:10]2[CH:11]=[CH:12][C:13]([Br:15])=[CH:14][C:9]=2[CH:8]=[C:7]([C:16]([NH:4][C:10]2[CH:11]=[CH:12][C:13]([CH2:22][N:20]([CH3:19])[CH:21]3[CH2:31][CH2:32][O:28][CH2:29][CH2:30]3)=[CH:14][CH:9]=2)=[O:18])[CH2:6][CH2:5]1)[CH:2]=[CH2:3]. Reported procedure: 1-allyl-7-bromo-2,3-dihydro-1-benzazepine-4-carboxylic acid (320 mg) was dissolved in tetrahydrofuran (15 ml), and DMF (0.3 ml) was added to the solution. Then, thionyl chloride (0.23 ml) was added thereto at 0° C., and the mixture was stirred under nitrogen atmosphere at room temperature for 2 hours. The solvent and excess thionyl chloride were evaporated under reduced pressure, and the resulting residue was suspended in tetrahydrofuran (25 ml), and the suspension was added to a solution of 4-[... Reactants: C(C)(C)N1N=C(C2=CC=CC=C12)C(=O)O (1-isopropyl-1H-indazole-3-carboxylic acid), N[C@@H]1CC[C@@H](N(C1)CC1=CC=CC=C1)CCO (2-[cis-5-Amino-1-benzylpiperidin-2-yl]ethanol), C(C)(C)N(C(C)C)CC (N,N-diisopropylethylamine), C(#N)P(OCC)(OCC)=O (diethyl cyanophosphonate). The solvent is CN(C=O)C (N,N-dimethylformamide). Run at time 20 hour. Product: C(C1=CC=CC=C1)N1C[C@H](CC[C@H]1CCO)NC(=O)C1=NN(C2=CC=CC=C12)C(C)C (N-[cis-1-Benzyl-6-(2-hydroxyethyl)piperidin-3-yl]-1-isopropyl-1H-indazole-3-carboxamide). Isolated yield 57.1%. As a reaction SMILES: [CH:1]([N:4]1[C:12]2[C:7](=[CH:8][CH:9]=[CH:10][CH:11]=2)[C:6]([C:13]([OH:15])=O)=[N:5]1)([CH3:3])[CH3:2].[NH2:16][C@H:17]1[CH2:22][N:21]([CH2:23][C:24]2[CH:29]=[CH:28][CH:27]=[CH:26][CH:25]=2)[C@@H:20]([CH2:30][CH2:31][OH:32])[CH2:19][CH2:18]1.C(N(CC)C(C)C)(C)C.C(P(=O)(OCC)OCC)#N>CN(C)C=O>[CH2:23]([N:21]1[C@H:20]([CH2:30][CH2:31][OH:32])[CH2:19][CH2:18][C@H:17]([NH:16][C:13]([C:6]2[C:7]3[C:12](=[CH:11][CH:10]=[CH:9][CH:8]=3)[N:4]([CH:1]([CH3:2])[CH3:3])[N:5]=2)=[O:15])[CH2:22]1)[C:24]1[CH:25]=[CH:26][CH:27]=[CH:28][CH:29]=1. Reported procedure: To a stirred solution of 1-isopropyl-1H-indazole-3-carboxylic acid (235 mg, 1.15 mmol), 2-[cis-5-amino-1-benzylpiperidin-2-yl]ethanol (322 mg, 1.37 mmol, step 8 of Example 1), N,N-diisopropylethylamine (177 mg, 1.37 mmol) in N,N-dimethylformamide (3 mL) was added diethyl cyanophosphonate (223 mg, 1.37 mmol) at room temperature. After stirring at room temperature for 20 h, the mixture was concentrated under reduced pressure. The resulting residue was chromatographed on a column of silica gel elut...